Dataset: the Open Reaction Database (ORD), a public repository of structured organic reaction records. Task: describe an organic reaction: reactants, conditions, products, and yield The reactants are [OH-].[K+] (potassium hydroxide), ClC=1N=C(C2=C(N1)C=CC(=N2)CN2CCC(CC2)C(C)(C)O)N2CCOCC2 (2-(1-((2-chloro-4-morpholinopyrido[3,2-d]pyrimidin-6-yl)methyl)piperidin-4-yl)propan-2-ol), C1(=CC=CC=C1)S(=O)(=O)N1C=C(C2=CC=CC=C12)B(O)O (1-(phenylsulfonyl)-3-indoleboronic acid). The product is N1C=C(C2=CC=CC=C12)C=1N=C(C2=C(N1)C=CC(=N2)CN2CCC(CC2)C(C)(C)O)N2CCOCC2 (2-(1-((2-(1H-indol-3-yl)-4-morpholinopyrido[3,2-d]pyrimidin-6-yl)methyl)piperidin-4-yl)propan-2-ol). Reaction SMILES: Cl[C:2]1[N:3]=[C:4]([N:23]2[CH2:28][CH2:27][O:26][CH2:25][CH2:24]2)[C:5]2[N:11]=[C:10]([CH2:12][N:13]3[CH2:18][CH2:17][CH:16]([C:19]([OH:22])([CH3:21])[CH3:20])[CH2:15][CH2:14]3)[CH:9]=[CH:8][C:6]=2[N:7]=1.C1(S([N:38]2[C:46]3[C:41](=[CH:42][CH:43]=[CH:44][CH:45]=3)[C:40](B(O)O)=[CH:39]2)(=O)=O)C=CC=CC=1.[OH-].[K+]>>[NH:38]1[C:46]2[C:41](=[CH:42][CH:43]=[CH:44][CH:45]=2)[C:40]([C:2]2[N:3]=[C:4]([N:23]3[CH2:28][CH2:27][O:26][CH2:25][CH2:24]3)[C:5]3[N:11]=[C:10]([CH2:12][N:13]4[CH2:18][CH2:17][CH:16]([C:19]([OH:22])([CH3:21])[CH3:20])[CH2:15][CH2:14]4)[CH:9]=[CH:8][C:6]=3[N:7]=2)=[CH:39]1 |f:2.3|. Reported procedure: 2-(1-((2-chloro-4-morpholinopyrido[3,2-d]pyrimidin-6-yl)methyl)piperidin-4-yl)propan-2-ol from Example 8 (0.1 g) was reacted with 1-(phenylsulfonyl)-3-indoleboronic acid via General Procedure A to yield 56.9 mg 133 following phenylsulfonyl group deprotection with aqueous potassium hydroxide at 50° C. for 2 hours then reverse phase HPLC purification. MS (Q1) 487.3 (M)+ The reactants are OC(C(F)(F)F)C(F)(F)F, Cc1nc2c(N)c(C(=O)C3OC3c3ccsc3)ccn2c1C. The product is Cc1nc2c3c(ccn2c1C)C(=O)C(O)C(c1ccsc1)N3. As a reaction SMILES: [F:23][C:24]([F:25])([F:26])[CH:27]([OH:28])[C:29]([F:30])([F:31])[F:32].[NH2:1][c:2]1[c:3]2[n:4]([cH:5][cH:6][c:7]1[C:8]([CH:9]1[CH:10]([c:11]3[cH:12][s:13][cH:14][cH:15]3)[O:16]1)=[O:17])[c:18]([CH3:22])[c:19]([CH3:21])[n:20]2>>[NH:1]1[c:2]2[c:3]3[n:4]([cH:5][cH:6][c:7]2[C:8](=[O:17])[CH:9]([OH:16])[CH:10]1[c:11]1[cH:12][s:13][cH:14][cH:15]1)[c:18]([CH3:22])[c:19]([CH3:21])[n:20]3.